From a dataset of the Open Reaction Database (ORD), a public repository of structured organic reaction records. describe an organic reaction: reactants, conditions, products, and yield Reactants: C(CCCCCCCCC)C1C(C(CCC1)CCCCCCCCCC)O (2,6-didecyl-cyclohexanol). Reagents/catalysts: [Ni] (nickel). Product: C(CCCCCCCCC)C1CC(CCC1)CCCCCCCCCC (1,3-Didecyl-cyclohexane). RXN SMILES: [CH2:1]([CH:11]1[CH2:16][CH2:15][CH2:14][CH:13]([CH2:17][CH2:18][CH2:19][CH2:20][CH2:21][CH2:22][CH2:23][CH2:24][CH2:25][CH3:26])[CH:12]1O)[CH2:2][CH2:3][CH2:4][CH2:5][CH2:6][CH2:7][CH2:8][CH2:9][CH3:10]>[Ni]>[CH2:1]([CH:11]1[CH2:16][CH2:15][CH2:14][CH:13]([CH2:17][CH2:18][CH2:19][CH2:20][CH2:21][CH2:22][CH2:23][CH2:24][CH2:25][CH3:26])[CH2:12]1)[CH2:2][CH2:3][CH2:4][CH2:5][CH2:6][CH2:7][CH2:8][CH2:9][CH3:10]. Reported procedure: 137 Grams of 2,6-didecyl-cyclohexanol were hydrogenated with 14 gm of Girdler nickel 49A. 71 Grams of the hydrocarbon 1,3-didecyl-cyclohexane were recovered. Reactants: CN1N=NC=C1C(=O)C1=CN=NN1C (bis(1-methyl-1H-1,2,3-triazol-5-yl)methanone), CN1N=NC=C1C(=O)C1=CN=NN1C (bis(1-methyl-1H-1,2,3-triazol-5-yl)methanone), N1(N=CC=C1)C1=CC=C(CC=2C(=NC3=CC=C(C=C3C2Cl)Br)OC)C=C1 (3-(4-(1H-pyrazol-1-yl)benzyl)-6-bromo-4-chloro-2-methoxyquinoline), N1(N=CC=C1)C1=CC=C(CC=2C(=NC3=CC=C(C=C3C2Cl)Br)OC)C=C1 (3-(4-(1H-pyrazol-1-yl)benzyl)-6-bromo-4-chloro-2-methoxyquinoline), [Li]CCCC (n-BuLi), C(=O)=O.CC(=O)C (dry ice acetone). The solvent is C1CCOC1 (THF), C1CCOC1 (THF). Conditions: time 2 minute. The product is N1(N=CC=C1)C1=CC=C(CC=2C(=NC3=CC=C(C=C3C2Cl)C(O)(C2=CN=NN2C)C2=CN=NN2C)OC)C=C1 ((3-(4-(1H-Pyrazol-1-yl)benzyl)-4-chloro-2-methoxyquinolin-6-yl)bis(1-methyl-1H-1,2,3-triazol-5-yl)methanol). As a reaction SMILES: [N:1]1([C:6]2[CH:26]=[CH:25][C:9]([CH2:10][C:11]3[C:12]([O:23][CH3:24])=[N:13][C:14]4[C:19]([C:20]=3[Cl:21])=[CH:18][C:17](Br)=[CH:16][CH:15]=4)=[CH:8][CH:7]=2)[CH:5]=[CH:4][CH:3]=[N:2]1.[Li]CCCC.[CH3:32][N:33]1[C:37]([C:38]([C:40]2[N:44]([CH3:45])[N:43]=[N:42][CH:41]=2)=[O:39])=[CH:36][N:35]=[N:34]1.C(=O)=O.CC(C)=O>C1COCC1>[N:1]1([C:6]2[CH:26]=[CH:25][C:9]([CH2:10][C:11]3[C:12]([O:23][CH3:24])=[N:13][C:14]4[C:19]([C:20]=3[Cl:21])=[CH:18][C:17]([C:38]([C:37]3[N:33]([CH3:32])[N:34]=[N:35][CH:36]=3)([C:40]3[N:44]([CH3:45])[N:43]=[N:42][CH:41]=3)[OH:39])=[CH:16][CH:15]=4)=[CH:8][CH:7]=2)[CH:5]=[CH:4][CH:3]=[N:2]1 |f:3.4|. Procedure: A solution of 3-(4-(1H-pyrazol-1-yl)benzyl)-6-bromo-4-chloro-2-methoxyquinoline (0.271 g, 0.632 mmol; Intermediate 16) in THF (6 mL) was stirred under argon at ˜−70° C. while n-BuLi (1.63 M in hexanes, 0.368 mL, 0.6 mmol) was added dropwise by syringe over 1 minute. After another 2 minutes, a solution of bis(1-methyl-1H-1,2,3-triazol-5-yl)methanone (0.128 g, 0.664 mmol; Intermediate 43) in THF (6 mL) was added dropwise over 2 minutes, and the reaction was allowed to warm to room temperature over... The reactants are ClCC1=CC=C(C#N)C=C1 (4-(chloromethyl)benzonitrile), BrCC=1C=C(C(=O)OC)C=CC1 (methyl 3-(bromomethyl)benzoate), C(C1=CC=CC=C1)NC(=O)C1=C(N=C(S1)N1C(NCC1)=O)C (N-benzyl-4-methyl-2-(2-oxoimidazolidin-1-yl)thiazole-5-carboxamide). The product is C(C1=CC=CC=C1)NC(=O)C1=C(N=C(S1)N1C(N(CC1)CC=1C=C(C(=O)OC)C=CC1)=O)C (methyl 3-((3-(5-(benzylcarbamoyl)-4-methylthiazol-2-yl)-2-oxoimidazolidin-1-yl)methyl)benzoate). Yield: 43.0%. As a reaction SMILES: ClCC1C=CC(C#N)=CC=1.Br[CH2:12][C:13]1[CH:14]=[C:15]([CH:20]=[CH:21][CH:22]=1)[C:16]([O:18][CH3:19])=[O:17].[CH2:23]([NH:30][C:31]([C:33]1[S:37][C:36]([N:38]2[CH2:42][CH2:41][NH:40][C:39]2=[O:43])=[N:35][C:34]=1[CH3:44])=[O:32])[C:24]1[CH:29]=[CH:28][CH:27]=[CH:26][CH:25]=1>>[CH2:23]([NH:30][C:31]([C:33]1[S:37][C:36]([N:38]2[CH2:42][CH2:41][N:40]([CH2:12][C:13]3[CH:14]=[C:15]([CH:20]=[CH:21][CH:22]=3)[C:16]([O:18][CH3:19])=[O:17])[C:39]2=[O:43])=[N:35][C:34]=1[CH3:44])=[O:32])[C:24]1[CH:29]=[CH:28][CH:27]=[CH:26][CH:25]=1. Procedure details: Following the procedure as described in Example 23, making variations as required to replace 4-(chloromethyl)benzonitrile with methyl 3-(bromomethyl)benzoate to react with N-benzyl-4-methyl-2-(2-oxoimidazolidin-1-yl)thiazole-5-carboxamide, the title compound was obtained as a colorless solid in 43% yield: mp 49-51° C. (dichlorometyhane/hexanes): 1H NMR (300 MHz, CDCl3) δ 8.01-7.94 (m, 2H), 7.53-7.31 (m, 7H), 5.91 (br s, 1H), 4.58 (d, J=6.0 Hz, 2H), 4.53 (s, 2H), 4.12-4.06 (m, 2H), 3.92 (s, 3H), ... The reactants are C(CCCC)C1=CC=C(C(C(=O)O)=C1)O (5-n-pentyl salicylic acid), C(=O)(N)N (ureum). Reagents/catalysts: polyphosphoric acid. Run in CCOC(=O)C (EtOAc). The product is C(CCCC)C1=CC=C(C(C(=O)N)=C1)O (5-n-pentyl salicylamide). Yield: 51.4%. As a reaction SMILES: [CH2:1]([C:6]1[CH:14]=[C:10]([C:11](O)=[O:12])[C:9]([OH:15])=[CH:8][CH:7]=1)[CH2:2][CH2:3][CH2:4][CH3:5].C(N)([NH2:18])=O>CCOC(C)=O>[CH2:1]([C:6]1[CH:14]=[C:10]([C:11]([NH2:18])=[O:12])[C:9]([OH:15])=[CH:8][CH:7]=1)[CH2:2][CH2:3][CH2:4][CH3:5]. Procedure: 18 g compound 19 (86 mmole), 20.8 g ureum (346 mmole) and 5 drops polyphosphoric acid were heated at 150° C. during 18 h. After cooling, 500 ml EtOAc was added and the resulting solution was washed twice with brine. After evaporation of the organic phase, the resulting residue was purified by flash chromatography (Acros Silicagel 0.060-0.200 mm) using cyclohexane/isopropanol 95:5, affording compound 20 as a white powder (9.17 g, 51% yield). Procedure details: 4-(3,5-Dichlorophenylsulfanylmethyl)-6-(2-methoxyphenyl)-2,2-dimethyl-1,2-dihydroquinoline 50 mg of 4-bromomethyl-6-(2-methoxyphenyl)-2,2-dimethyl-1,2-dihydroquinoline, 46 mg of potassium carbonate, and 33 mg of 3,5-dichlorothiophenol reacted to give 15 mg of the title compound as a foam. RXN SMILES: ClC1C=C(SCC2[C:20]3[C:15](=[CH:16][CH:17]=[C:18](C4C=CC=CC=4OC)[CH:19]=3)[NH:14]C(C)(C)C=2)C=C(Cl)C=1.Br[CH2:32][C:33]1[C:42]2[C:37](=[CH:38][CH:39]=[C:40]([C:43]3[CH:48]=[CH:47][CH:46]=[CH:45][C:44]=3[O:49][CH3:50])[CH:41]=2)[NH:36][C:35]([CH3:52])([CH3:51])[CH:34]=1.C(=O)([O-])[O-].[K+].[K+].ClC1C=C(S)C=C(Cl)C=1>>[CH3:50][O:49][C:44]1[CH:45]=[CH:46][CH:47]=[CH:48][C:43]=1[C:40]1[CH:41]=[C:42]2[C:37](=[CH:38][CH:39]=1)[NH:36][C:35]([CH3:52])([CH3:51])[CH:34]=[C:33]2[CH2:32][NH:14][C:15]1[CH:20]=[CH:19][CH:18]=[CH:17][CH:16]=1 |f:2.3.4|. Starting materials: ClC=1C=C(C=C(C1)Cl)SCC1=CC(NC2=CC=C(C=C12)C1=C(C=CC=C1)OC)(C)C (4-(3,5-Dichlorophenylsulfanylmethyl)-6-(2-methoxyphenyl)-2,2-dimethyl-1,2-dihydroquinoline), BrCC1=CC(NC2=CC=C(C=C12)C1=C(C=CC=C1)OC)(C)C (4-bromomethyl-6-(2-methoxyphenyl)-2,2-dimethyl-1,2-dihydroquinoline), C([O-])([O-])=O.[K+].[K+] (potassium carbonate), ClC=1C=C(C=C(C1)Cl)S (3,5-dichlorothiophenol). Yields the product COC1=C(C=CC=C1)C=1C=C2C(=CC(NC2=CC1)(C)C)CNC1=CC=CC=C1 ([6-(2-methoxyphenyl)-2,2-dimethyl-1,2-dihydroquinolin-4-ylmethyl]phenylamine). Reactants: C(C)OC(CN1C([C@H](C[C@H]1C)CCC1=NC=2NCCCC2C=C1)=O)=O ({5(R)-methyl-2-oxo-3(S)-[2-(5,6,7,8-tetrahydro-[1,8]naphthyridin-2-yl)-ethyl]-pyrrolidin-1-yl}-acetic acid ethyl ester), Cl (HCl). Reaction conditions: temperature 60 celsius. Yields the product Cl.C[C@@H]1C[C@@H](C(N1CC(=O)O)=O)CCC1=NC=2NCCCC2C=C1 ({5(R)-methyl-2-oxo-3(S)-[2-(5,6,7,8-tetrahydro-[1,8]naphthyridin-2-yl)-ethyl]-pyrrolidin-1-yl}-acetic acid hydrochloride). Reaction SMILES: C([O:3][C:4](=[O:25])[CH2:5][N:6]1[C@H:10]([CH3:11])[CH2:9][C@H:8]([CH2:12][CH2:13][C:14]2[CH:23]=[CH:22][C:21]3[CH2:20][CH2:19][CH2:18][NH:17][C:16]=3[N:15]=2)[C:7]1=[O:24])C.[ClH:26]>>[ClH:26].[CH3:11][C@H:10]1[N:6]([CH2:5][C:4]([OH:25])=[O:3])[C:7](=[O:24])[C@@H:8]([CH2:12][CH2:13][C:14]2[CH:23]=[CH:22][C:21]3[CH2:20][CH2:19][CH2:18][NH:17][C:16]=3[N:15]=2)[CH2:9]1 |f:2.3|. Reported procedure: A mixture of 11-11 (185 mg, 0.5356 mmol) and 6N HCl (10 mL) was heated at 60° C. for 1 h. Evaporative removal of the solvent gave 11-12 as a yellow solid. RXN SMILES: [CH2:1]([c:2]1[cH:3][cH:4][cH:5][cH:6][cH:7]1)[n:8]1[c:9]([CH:19]([CH3:20])[CH3:21])[c:10]([CH:17]=[O:18])[c:11]2[cH:12][cH:13][cH:14][cH:15][c:16]12.[CH3:22][C:23](=[CH:24][CH3:25])[CH3:26].[CH3:31][C:32]#[N:33].[CH3:34][C:35]([OH:36])([CH3:37])[CH3:38].[Cl+:27]([O-:28])[O-:29].[Na+:30].[OH2:39]>>[CH2:1]([c:2]1[cH:3][cH:4][cH:5][cH:6][cH:7]1)[n:8]1[c:9]([CH:19]([CH3:20])[CH3:21])[c:10]([C:17](=[O:18])[OH:28])[c:11]2[cH:12][cH:13][cH:14][cH:15][c:16]12. Yields the product CC(C)c1c(C(=O)O)c2ccccc2n1Cc1ccccc1. The reactants are CC(C)c1c(C=O)c2ccccc2n1Cc1ccccc1, CC=C(C)C, CC#N, CC(C)(C)O, [O-][Cl+][O-], [Na+], O. Starting materials: BrC1=CC2=C(OCO2)C=C1 (5-bromo-1,3-benzodioxole), C1[C@H](C)O1 ((S)-(-)-propylene oxide), [Mg] (magnesium), solution. Reagents/catalysts: [Cu]I (copper (I) iodide). Run in CCOCC (ether), O1CCCC1 (tetrahydrofuran), O1CCCC1 (tetrahydrofuran), O1CCCC1 (tetrahydrofuran). Conditions: temperature -50 celsius, time 8 hour. Yields the product C[C@@H](CC1=CC2=C(OCO2)C=C1)O ((S)-α-methyl-1, 3-benzodioxole-5-ethanol). Yield: 91.0%. Reaction SMILES: [Mg].Br[C:3]1[CH:11]=[CH:10][C:6]2[O:7][CH2:8][O:9][C:5]=2[CH:4]=1.[CH2:12]1[O:15][C@H:13]1[CH3:14]>O1CCCC1.CCOCC.[Cu]I>[CH3:12][C@H:13]([OH:15])[CH2:14][C:3]1[CH:11]=[CH:10][C:6]2[O:7][CH2:8][O:9][C:5]=2[CH:4]=1. Procedure details: To a suspension of magnesium turnings (17 g) in 50 mL tetrahydrofuran was added dropwise a solution of 5-bromo-1,3-benzodioxole (93.6 g). After complete addition, the mixture was diluted with 250 mL tetrahydrofuran and the resulting mixture was stirred overnight. 13 mL of the solution (0.78M) was transferred to a round bottom flask containing copper (I) iodide (0.12 g). The resulting mixture was cooled to -50 ° C. and a solution of (S)-(-)-propylene oxide in 3 mL tetrahydrofuran was slowly added... Starting materials: BrC=1C=CC=C2C=CC=NC12 (8-bromoquinoline), C(=O)([O-])[O-].[Na+].[Na+] (Na2CO3), BrC=1C=C(C=CC1)C(CC1=CC=NC=C1)C1=CC=C(C=C1)Cl (4-[2-(3-bromo-phenyl)-2-(4-chloro-phenyl)-ethyl]-pyridine), B1(OC(C(O1)(C)C)(C)C)B2OC(C(O2)(C)C)(C)C (diboron pinacol ester), CC(=O)[O-].[K+] (KOAc). The reagents and catalysts are C1=CC=C(C=C1)P([C-]2C=CC=C2)C3=CC=CC=C3.C1=CC=C(C=C1)P([C-]2C=CC=C2)C3=CC=CC=C3.Cl[Pd]Cl.[Fe+2] (PdCl2(dppf)), C1=CC=C(C=C1)P([C-]2C=CC=C2)C3=CC=CC=C3.C1=CC=C(C=C1)P([C-]2C=CC=C2)C3=CC=CC=C3.Cl[Pd]Cl.[Fe+2] (PdCl2(dppf)). Run in [Cl-].[NH4+] (ammonium chloride), C(C)(=O)OCC (ethyl acetate), CN(C)C=O (DMF). Conditions: temperature 21 celsius, time 18 hour. Yields the product ClC1=CC=C(C=C1)C(CC1=CC=NC=C1)C=1C=C(C=CC1)C=1C=CC=C2C=CC=NC12 (8-{3-[1-(4-chloro-phenyl)-2-pyridin-4-yl-ethyl]-phenyl}-quinoline). Reaction SMILES: Br[C:2]1[CH:3]=[C:4]([CH:8]([C:16]2[CH:21]=[CH:20][C:19]([Cl:22])=[CH:18][CH:17]=2)[CH2:9][C:10]2[CH:15]=[CH:14][N:13]=[CH:12][CH:11]=2)[CH:5]=[CH:6][CH:7]=1.B1(B2OC(C)(C)C(C)(C)O2)OC(C)(C)C(C)(C)O1.CC([O-])=O.[K+].Br[C:47]1[CH:48]=[CH:49][CH:50]=[C:51]2[C:56]=1[N:55]=[CH:54][CH:53]=[CH:52]2.C([O-])([O-])=O.[Na+].[Na+]>CN(C=O)C.[Cl-].[NH4+].C(OCC)(=O)C.C1C=CC(P(C2C=CC=CC=2)[C-]2C=CC=C2)=CC=1.C1C=CC(P(C2C=CC=CC=2)[C-]2C=CC=C2)=CC=1.Cl[Pd]Cl.[Fe+2]>[Cl:22][C:19]1[CH:20]=[CH:21][C:16]([CH:8]([C:4]2[CH:3]=[C:2]([C:47]3[CH:48]=[CH:49][CH:50]=[C:51]4[C:56]=3[N:55]=[CH:54][CH:53]=[CH:52]4)[CH:7]=[CH:6][CH:5]=2)[CH2:9][C:10]2[CH:15]=[CH:14][N:13]=[CH:12][CH:11]=2)=[CH:17][CH:18]=1 |f:2.3,5.6.7,9.10,12.13.14.15|. Reported procedure: A solution of 4-[2-(3-bromo-phenyl)-2-(4-chloro-phenyl)-ethyl]-pyridine from Step 1 above (400 mg, 1.07 mmol), diboron pinacol ester (300 mg, 1.18 mmol), KOAc (315 mg, 3.2 mmol) and PdCl2(dppf) (26 mg, 0.032 mmol) in DMF (20 mL) was heated at 80° C. under N2 for 5 h. The resulting reaction mixture was cooled to 21° C., 8-bromoquinoline (290 mg, 1.4 mmol), Na2CO3 (2M, 1.61 mL, 3.2 mmol) and PdCl2(dppf) (26 mg, 0.032 mmol) was then added. The reaction mixture was stirred 18 h at 80° C., then dilut... The reactants are CC(=O)Nc1ccc(S)cc1, ClCCCl, [Na+], [OH-], O. The product is CC(=O)Nc1ccc(SCCCl)cc1. Reaction SMILES: [C:1]([CH3:2])(=[O:3])[NH:4][c:5]1[cH:6][cH:7][c:8]([SH:11])[cH:9][cH:10]1.[Cl:15][CH2:16][CH2:17][Cl:18].[Na+:13].[OH-:12].[OH2:14]>>[C:1]([CH3:2])(=[O:3])[NH:4][c:5]1[cH:6][cH:7][c:8]([S:11][CH2:17][CH2:16][Cl:15])[cH:9][cH:10]1.